Dataset: the Open Reaction Database (ORD), a public repository of structured organic reaction records. Task: describe an organic reaction: reactants, conditions, products, and yield The reactants are C1(CC1)N1C=C(C(C=2C=C3C(=NC12)C=C(C(=C3)F)F)=O)C(=O)O (1-cyclopropyl-7,8-difluoro-4-oxo-1,4-dihydrobenzo[b][1,8]naphthyridine-3-carboxylic acid), Cl.Cl.CNC1CNC1 (3-(methylamino)azetidine dihydrochloride). Reaction conditions: temperature 40 celsius, time 1 hour. The product is C1(CC1)N1C=C(C(C=2C=C3C(=NC12)C=C(C(=C3)F)N3CC(C3)NC)=O)C(=O)O (1-cyclopropyl-7-fluoro-8-(3-methylamino-1-azetidinyl)-4-oxo-1,4-dihydrobenzo[b][1,8]naphthyridine-3-carboxylic acid). The yield is 55.1%. As a reaction SMILES: [CH:1]1([N:4]2[C:13]3[N:12]=[C:11]4[CH:14]=[C:15](F)[C:16]([F:18])=[CH:17][C:10]4=[CH:9][C:8]=3[C:7](=[O:20])[C:6]([C:21]([OH:23])=[O:22])=[CH:5]2)[CH2:3][CH2:2]1.Cl.Cl.[CH3:26][NH:27][CH:28]1[CH2:31][NH:30][CH2:29]1>>[CH:1]1([N:4]2[C:13]3[N:12]=[C:11]4[CH:14]=[C:15]([N:30]5[CH2:31][CH:28]([NH:27][CH3:26])[CH2:29]5)[C:16]([F:18])=[CH:17][C:10]4=[CH:9][C:8]=3[C:7](=[O:20])[C:6]([C:21]([OH:23])=[O:22])=[CH:5]2)[CH2:3][CH2:2]1 |f:1.2.3|. Procedure details: 1-Cyclopropyl-7-fluoro-8-(3-methylamino-1-azetidinyl)-4-oxo-1,4-dihydrobenzo[b][1,8]-naphthyridine-3-carboxylic acid was prepared under the conditions of Example 11, but starting with 1.5 g of 1-cyclopropyl-7,8-difluoro-4-oxo-1,4-dihydrobenzo[b][1,8]naphthyridine-3-carboxylic acid and 1.13 g of 3-(methylamino)azetidine dihydrochloride. The reaction mixture is stirred for 1 hour at 40° C. 1 g of 1-cyclopropyl-7-fluoro-8-(3-methylamino-1-azetidinyl)-4-oxo-1,4-dihydrobenzo[b][1,8]naphthyridine-3-ca...